Dataset: the Open Reaction Database (ORD), a public repository of structured organic reaction records. Task: describe an organic reaction: reactants, conditions, products, and yield The reactants are O=C(Nc1ccc(S(=O)(=O)Cl)cc1F)C(F)(F)F, Nc1nccs1, c1ccncc1. The product is O=C(Nc1ccc(S(=O)(=O)Nc2nccs2)cc1F)C(F)(F)F. As a reaction SMILES: [F:1][c:2]1[cH:3][c:4]([S:15](=[O:16])(=[O:17])[Cl:18])[cH:5][cH:6][c:7]1[NH:8][C:9]([C:10]([F:11])([F:12])[F:13])=[O:14].[NH2:19][c:20]1[s:21][cH:22][cH:23][n:24]1.[cH:25]1[cH:26][cH:27][n:28][cH:29][cH:30]1>>[F:1][c:2]1[cH:3][c:4]([S:15](=[O:16])(=[O:17])[NH:19][c:20]2[s:21][cH:22][cH:23][n:24]2)[cH:5][cH:6][c:7]1[NH:8][C:9]([C:10]([F:11])([F:12])[F:13])=[O:14]. The reactants are CC1=NC2=CC=CC(=C2C=C1)N1CCN(CC1)CCC=1C=C(N)C=CC1 (3-{2-[4-(2-Methyl-5-quinolinyl)-1-piperazinyl]ethyl}aniline), C(C)(C)N=C=O (isopropyl isocyanate). Solvent: C1(=CC=CC=C1)C (toluene). Yields the product CC(C)NC(=O)NC1=CC(=CC=C1)CCN1CCN(CC1)C1=C2C=CC(=NC2=CC=C1)C (N-(1-Methylethyl)-N′-(3-{2-[4-(2-methyl-5-quinolinyl)-1-piperazinyl]ethyl}phenyl)urea). Reaction SMILES: [CH3:1][C:2]1[CH:11]=[CH:10][C:9]2[C:4](=[CH:5][CH:6]=[CH:7][C:8]=2[N:12]2[CH2:17][CH2:16][N:15]([CH2:18][CH2:19][C:20]3[CH:21]=[C:22]([CH:24]=[CH:25][CH:26]=3)[NH2:23])[CH2:14][CH2:13]2)[N:3]=1.[CH:27]([N:30]=[C:31]=[O:32])([CH3:29])[CH3:28]>C1(C)C=CC=CC=1>[CH3:28][CH:27]([NH:30][C:31]([NH:23][C:22]1[CH:24]=[CH:25][CH:26]=[C:20]([CH2:19][CH2:18][N:15]2[CH2:14][CH2:13][N:12]([C:8]3[CH:7]=[CH:6][CH:5]=[C:4]4[C:9]=3[CH:10]=[CH:11][C:2]([CH3:1])=[N:3]4)[CH2:17][CH2:16]2)[CH:21]=1)=[O:32])[CH3:29]. Procedure details: The title compound was prepared from 3-{2-[4-(2-methyl-5-quinolinyl)-1-piperazinyl]ethyl}aniline (D6, 30 mg), isopropyl isocyanate (10.2 μL) using toluene (1 mL) as solvent according to Method E. Yield 23 mg.